Dataset: the Open Reaction Database (ORD), a public repository of structured organic reaction records. Task: describe an organic reaction: reactants, conditions, products, and yield Reactants: CCOC(=O)Cc1cccc(Oc2ccc([N+](=O)[O-])cc2CNC(C)Cc2ccccc2)c1, COC(=O)Cl. Product: CCOC(=O)Cc1cccc(Oc2ccc([N+](=O)[O-])cc2CN(C(=O)OC)C(C)Cc2ccccc2)c1. RXN SMILES: [CH2:1]([CH3:2])[O:3][C:4]([CH2:5][c:6]1[cH:7][c:8]([O:12][c:13]2[c:14]([CH2:22][NH:23][CH:24]([CH2:25][c:26]3[cH:27][cH:28][cH:29][cH:30][cH:31]3)[CH3:32])[cH:15][c:16]([N+:19](=[O:20])[O-:21])[cH:17][cH:18]2)[cH:9][cH:10][cH:11]1)=[O:33].[Cl:34][C:35](=[O:36])[O:37][CH3:38]>>[CH2:1]([CH3:2])[O:3][C:4]([CH2:5][c:6]1[cH:7][c:8]([O:12][c:13]2[c:14]([CH2:22][N:23]([CH:24]([CH2:25][c:26]3[cH:27][cH:28][cH:29][cH:30][cH:31]3)[CH3:32])[C:35](=[O:36])[O:37][CH3:38])[cH:15][c:16]([N+:19](=[O:20])[O-:21])[cH:17][cH:18]2)[cH:9][cH:10][cH:11]1)=[O:33]. Reaction SMILES: [F:1][C:2]([F:23])([F:22])[C:3]1[CH:4]=[C:5]([NH:9][C:10]([C:12]2[C:16]3[CH:17]=[CH:18][C:19]([OH:21])=[CH:20][C:15]=3[O:14][N:13]=2)=[O:11])[CH:6]=[CH:7][CH:8]=1.[Cl:24][C:25]1[N:30]=[C:29](Cl)[CH:28]=[CH:27][N:26]=1.[O-]P([O-])([O-])=O.[K+].[K+].[K+]>CN1C(=O)CCC1.C(Cl)Cl.C(O)(=O)CC(CC(O)=O)(C(O)=O)O.O>[F:23][C:2]([F:1])([F:22])[C:3]1[CH:4]=[C:5]([NH:9][C:10]([C:12]2[C:16]3[CH:17]=[CH:18][C:19]([O:21][C:27]4[CH:28]=[CH:29][N:30]=[C:25]([Cl:24])[N:26]=4)=[CH:20][C:15]=3[O:14][N:13]=2)=[O:11])[CH:6]=[CH:7][CH:8]=1 |f:2.3.4.5|. The solvent is CN1CCCC1=O (NMP), C(Cl)Cl (CH2Cl2), C(CC(O)(C(=O)O)CC(=O)O)(=O)O (citric acid), O (water). Procedure details: A mixture of 294 mg (0.91 mMol) 6-hydroxy-benzo[d]isoxazole-3-carboxylic acid (3-trifluoromethyl-phenyl)-amide (Step 1.3), 149 mg (1.00 mMol) 2,4-dichlorpyrimidine and 426 mg (2.0 mMol) K3PO4 in 5 ml NMP is stirred for 20 h at rt. The reaction mixture is diluted with CH2Cl2 and 5% citric acid in water, the aq. phase separated off and extracted with CH2Cl2. The organic layers are washed with water and brine, dried (Na2SO4) and concentrated. Column chromatography (SiO2; CH2Cl2→CH2Cl2/EtOAc 99:1) g... Starting materials: FC(C=1C=C(C=CC1)NC(=O)C1=NOC2=C1C=CC(=C2)O)(F)F (6-hydroxy-benzo[d]isoxazole-3-carboxylic acid (3-trifluoromethyl-phenyl)-amide), ClC1=NC=CC(=N1)Cl (2,4-dichlorpyrimidine), [O-]P(=O)([O-])[O-].[K+].[K+].[K+] (K3PO4). Product: FC(C=1C=C(C=CC1)NC(=O)C1=NOC2=C1C=CC(=C2)OC2=NC(=NC=C2)Cl)(F)F (6-(2-Chloro-pyrimidin-4-yloxy)-benzo[d]isoxazole-3-carboxylic acid (3-trifluoromethyl-phenyl)-amide). Run at time 20 hour.